This data is from the Open Reaction Database (ORD), a public repository of structured organic reaction records. The task is: describe an organic reaction: reactants, conditions, products, and yield Reactants: C(C(=O)Cl)(=O)Cl (Oxalyl chloride), CC1N(CCCC1)C1=C(C=C(C(=O)O)C=C1)C(F)(F)F (4-(2-Methylpiperidin-1-yl)-3-(trifluoromethyl)benzoic acid), FC=1C=CC(=C(C1)C(N)=NO)OC (5-fluoro-N′-hydroxy-2-methoxybenzenecarboximidamide), CCN(C(C)C)C(C)C (DIEA). Product: FC=1C=CC(=C(C1)C1=NOC(=N1)C1=CC(=C(C=C1)N1C(CCCC1)C)C(F)(F)F)OC (1-[4-[3-(5-fluoro-2-methoxyphenyl)-1,2,4-oxadiazol-5-yl]-2-(trifluoromethyl)phenyl]-2-methylpiperidine). RXN SMILES: C(Cl)(=O)C(Cl)=O.[CH3:7][CH:8]1[CH2:13][CH2:12][CH2:11][CH2:10][N:9]1[C:14]1[CH:22]=[CH:21][C:17]([C:18]([OH:20])=O)=[CH:16][C:15]=1[C:23]([F:26])([F:25])[F:24].[F:27][C:28]1[CH:29]=[CH:30][C:31]([O:38][CH3:39])=[C:32]([C:34](=[N:36]O)[NH2:35])[CH:33]=1.CCN(C(C)C)C(C)C>>[F:27][C:28]1[CH:29]=[CH:30][C:31]([O:38][CH3:39])=[C:32]([C:34]2[N:35]=[C:18]([C:17]3[CH:21]=[CH:22][C:14]([N:9]4[CH2:10][CH2:11][CH2:12][CH2:13][CH:8]4[CH3:7])=[C:15]([C:23]([F:26])([F:25])[F:24])[CH:16]=3)[O:20][N:36]=2)[CH:33]=1. Reported procedure: Oxalyl chloride (106 μL; 1.25 mmol; 3 eq.), Intermediate 24 (120 mg; 0.42 mmol; 1 eq.), Intermediate 23 (77 mg; 0.42 mmol, 1 eq.) and DIEA (216 μL; 1.25 mmol; 3 eq.) were reacted according to general procedure 2. Purification by preparative HPLC (increasing amount of 0.1% TFA in CH3CN, in 0.1% TFA in water) afforded the title compound as a yellow solid. The reactants are O=C1CCC(=O)N1Br, COc1ccccc1Oc1cccc(C)c1OC, CC(C)(C#N)N=NC(C)(C)C#N, c1ccccc1. Product: COc1ccccc1Oc1cccc(CBr)c1OC. RXN SMILES: [Br:1][N:2]1[C:3](=[O:4])[CH2:5][CH2:6][C:7]1=[O:8].[CH3:21][O:22][c:23]1[c:24]([O:30][c:31]2[c:32]([O:37][CH3:38])[cH:33][cH:34][cH:35][cH:36]2)[cH:25][cH:26][cH:27][c:28]1[CH3:29].[N:9]([C:10]([CH3:11])([CH3:12])[C:13]#[N:14])=[N:15][C:16]([CH3:17])([CH3:18])[C:19]#[N:20].[cH:39]1[cH:40][cH:41][cH:42][cH:43][cH:44]1>>[Br:1][CH2:29][c:28]1[c:23]([O:22][CH3:21])[c:24]([O:30][c:31]2[c:32]([O:37][CH3:38])[cH:33][cH:34][cH:35][cH:36]2)[cH:25][cH:26][cH:27]1. Starting materials: NCCNCC1=NC=C(C(=N1)C1=C(C=C(C=C1)Cl)Cl)C=1NC=CN1 ((2-aminoethyl)[4-(2,4-dichlorophenyl)-5-imidazolylpyrimidin-2-yl]methylamine), ClC1=NC=C(C=C1)[N+](=O)[O-] (2-chloro-5-nitropyridine). Product: ClC1=C(C=CC(=C1)Cl)C1=NC(=NC=C1C=1NC=CN1)CNCCNC1=NC=C(C=C1)[N+](=O)[O-] ([4-(2,4-dichlorophenyl)-5-imidazolylpyrimidin-2-yl]methyl {2-[(5-nitro(2-pyridyl))amino]ethyl}amine). Reaction SMILES: [NH2:1][CH2:2][CH2:3][NH:4][CH2:5][C:6]1[N:11]=[C:10]([C:12]2[CH:17]=[CH:16][C:15]([Cl:18])=[CH:14][C:13]=2[Cl:19])[C:9]([C:20]2[NH:21][CH:22]=[CH:23][N:24]=2)=[CH:8][N:7]=1.Cl[C:26]1[CH:31]=[CH:30][C:29]([N+:32]([O-:34])=[O:33])=[CH:28][N:27]=1>>[Cl:19][C:13]1[CH:14]=[C:15]([Cl:18])[CH:16]=[CH:17][C:12]=1[C:10]1[C:9]([C:20]2[NH:24][CH:23]=[CH:22][N:21]=2)=[CH:8][N:7]=[C:6]([CH2:5][NH:4][CH2:3][CH2:2][NH:1][C:26]2[CH:31]=[CH:30][C:29]([N+:32]([O-:34])=[O:33])=[CH:28][N:27]=2)[N:11]=1. Procedure: Using the procedure described above in Example 139, reaction of (2-aminoethyl)[4-(2,4-dichlorophenyl)-5-imidazolylpyrimidin-2-yl]methylamine and 2-chloro-5-nitropyridine were reacted to afford [4-(2,4-dichlorophenyl)-5-imidazolylpyrimidin-2-yl]methyl {2-[(5-nitro(2-pyridyl))amino]ethyl}amine (73174).